From a dataset of the Open Reaction Database (ORD), a public repository of structured organic reaction records. describe an organic reaction: reactants, conditions, products, and yield Reactants: N1C=NC=C1 (imidazole), BrCC(=O)C1=CC2=CC=CC=C2C=C1 (2-bromo-2'-acetonaphthone). Run in CO (methanol), O1CCOCC1 (dioxane), CCOCC (ether). Run at time 3 hour. Yields the product N1C(=NC=C1)CC(=O)C1=CC2=CC=CC=C2C=C1 (2-Imidazolyl-2'-acetonaphthone). As a reaction SMILES: [NH:1]1[CH:5]=[CH:4][N:3]=[CH:2]1.Br[CH2:7][C:8]([C:10]1[CH:19]=[CH:18][C:17]2[C:12](=[CH:13][CH:14]=[CH:15][CH:16]=2)[CH:11]=1)=[O:9]>CO.O1CCOCC1.CCOCC>[NH:1]1[CH:5]=[CH:4][N:3]=[C:2]1[CH2:7][C:8]([C:10]1[CH:19]=[CH:18][C:17]2[C:12](=[CH:13][CH:14]=[CH:15][CH:16]=2)[CH:11]=1)=[O:9]. Procedure: To a solution of 68.32 g (1.004 mol) of imidazole dissolved in 150 ml of methanol at 0° C. (ice-bath) is added dropwise a solution of 2-bromo-2'-acetonaphthone (50 g, 0.201 mol) in 100 ml of dioxane and 25 ml of ether, while keeping the temperature at 0° C. After about 3 hours at 0° C., the mixture is allowed to warm to room temperature where it is stirred for 20 hours. The mixture is then filtered and added to 500 ml of water, extracted 3 times with 500 ml of chloroform, dried over magnesium su... Reactants: O=C(CNC(=O)C1=CC=C(C=C1)C1=CC=CC=C1)N1CCNCC1 (Biphenyl-4-carboxylic acid (2-oxo-2-piperazin-1-yl-ethyl)-amide), CCN(C(C)C)C(C)C (DIPEA), FC1=C(C(=O)O)C(=CC=C1)F (2,6-difluoro-benzoic acid), C=1C=CC2=C(C1)N=NN2O (HOBT), CCN=C=NCCCN(C)C (EDCI). Solvent: O (water), CN(C)C=O (DMF). Reaction conditions: time 2 minute. Product: FC1=C(C(=O)N2CCN(CC2)C(CNC(=O)C2=CC=C(C=C2)C2=CC=CC=C2)=O)C(=CC=C1)F (biphenyl-4-carboxylic acid {2-[4-(2,6-difluoro-benzoyl)-piperazin-1-yl]-2-oxo-ethyl}-amide). The yield is 39.6%. As a reaction SMILES: CCN(C(C)C)C(C)C.[F:10][C:11]1[CH:19]=[CH:18][CH:17]=[C:16]([F:20])[C:12]=1[C:13]([OH:15])=O.C1C=CC2N(O)N=NC=2C=1.CCN=C=NCCCN(C)C.[O:42]=[C:43]([N:60]1[CH2:65][CH2:64][NH:63][CH2:62][CH2:61]1)[CH2:44][NH:45][C:46]([C:48]1[CH:53]=[CH:52][C:51]([C:54]2[CH:59]=[CH:58][CH:57]=[CH:56][CH:55]=2)=[CH:50][CH:49]=1)=[O:47]>CN(C=O)C.O>[F:20][C:16]1[CH:17]=[CH:18][CH:19]=[C:11]([F:10])[C:12]=1[C:13]([N:63]1[CH2:62][CH2:61][N:60]([C:43](=[O:42])[CH2:44][NH:45][C:46]([C:48]2[CH:53]=[CH:52][C:51]([C:54]3[CH:59]=[CH:58][CH:57]=[CH:56][CH:55]=3)=[CH:50][CH:49]=2)=[O:47])[CH2:65][CH2:64]1)=[O:15]. Procedure details: DIPEA (179.7 mg, 0.24 mL, 1.39 mmol) was added to a stirred solution of 2,6-difluoro-benzoic acid (48.8 mg, 0.30 mmol) in DMF (3 mL). HOBT (45.9 mg, 0.34 mmol) and EDCI (148.1 mg, 0.77 mmol) were then added at room temperature. After 2 minutes, Biphenyl-4-carboxylic acid (2-oxo-2-piperazin-1-yl-ethyl)-amide (120 mg, 0.37 mmol) was added and the resulting mixture was stirred at room temperature overnight. Cold water was then added and the product was extracted with EtOAc and the organic layer was...